This data is from the Open Reaction Database (ORD), a public repository of structured organic reaction records. The task is: describe an organic reaction: reactants, conditions, products, and yield Reactants: O=C([O-])[O-], C#CCBr, CC(C)=O, [K+], [K+], Oc1ccccc1-c1ccccc1. Yields the product C#CCOc1ccccc1-c1ccccc1. Reaction SMILES: [C:18](=[O:19])([O-:20])[O-:21].[CH2:1]([C:2]#[CH:3])[Br:4].[CH3:24][C:25](=[O:26])[CH3:27].[K+:22].[K+:23].[c:5]1(-[c:11]2[c:12]([OH:17])[cH:13][cH:14][cH:15][cH:16]2)[cH:6][cH:7][cH:8][cH:9][cH:10]1>>[CH:1]#[C:2][CH2:3][O:17][c:12]1[c:11](-[c:5]2[cH:6][cH:7][cH:8][cH:9][cH:10]2)[cH:16][cH:15][cH:14][cH:13]1.